Dataset: the Open Reaction Database (ORD), a public repository of structured organic reaction records. Task: describe an organic reaction: reactants, conditions, products, and yield The reactants are ClC1=C(C(=O)N=C=O)C=C(C(=C1)F)F (2-chloro-4,5-difluorobenzoyl isocyanate), ClC1=C(C=C(C=C1)C=1N=NC(=C(N1)C)C)N (2-chloro-5-(5,6-dimethyl-[1,2,4]triazin-3-yl)phenylamine). Run in C(C)#N (acetonitrile). Conditions: time 30 minute. The product is ClC1=C(C(=O)NC(=O)NC2=C(C=CC(=C2)C=2N=NC(=C(N2)C)C)Cl)C=C(C(=C1)F)F (1-(2-chloro-4,5-difluorobenzoyl)-3-[2-chloro-5-(5,6-dimethyl-[1,2,4]triazin-3-yl)phenyl]urea). As a reaction SMILES: [Cl:1][C:2]1[CH:12]=[C:11]([F:13])[C:10]([F:14])=[CH:9][C:3]=1[C:4]([N:6]=[C:7]=[O:8])=[O:5].[Cl:15][C:16]1[CH:21]=[CH:20][C:19]([C:22]2[N:23]=[N:24][C:25]([CH3:29])=[C:26]([CH3:28])[N:27]=2)=[CH:18][C:17]=1[NH2:30]>C(#N)C>[Cl:1][C:2]1[CH:12]=[C:11]([F:13])[C:10]([F:14])=[CH:9][C:3]=1[C:4]([NH:6][C:7]([NH:30][C:17]1[CH:18]=[C:19]([C:22]2[N:23]=[N:24][C:25]([CH3:29])=[C:26]([CH3:28])[N:27]=2)[CH:20]=[CH:21][C:16]=1[Cl:15])=[O:8])=[O:5]. Procedure details: The solution of equivalent amounts of 2-chloro-4,5-difluorobenzoyl isocyanate was added dropwise to the solution of 75 mg of 2-chloro-5-(5,6-dimethyl-[1,2,4]triazin-3-yl)phenylamine in 8 ml of acetonitrile and the mixture was stirred at room temperature for 30 minutes. The solid was filtered off with suction and dried under reduced pressure. Reactants: [BH4-], CN(C)CC1CC(c2ccc(S(C)(=O)=O)cc2)=C(c2ccc(C(C)(C)C)cc2)C1=O, CO, Cl, [Na+]. Product: CN(C)CC1CC(c2ccc(S(C)(=O)=O)cc2)=C(c2ccc(C(C)(C)C)cc2)C1O. As a reaction SMILES: [BH4-:32].[C:1]([CH3:2])([CH3:3])([CH3:4])[c:5]1[cH:6][cH:7][c:8]([C:11]2=[C:15]([c:16]3[cH:17][cH:18][c:19]([S:22](=[O:23])(=[O:24])[CH3:25])[cH:20][cH:21]3)[CH2:14][CH:13]([CH2:26][N:27]([CH3:28])[CH3:29])[C:12]2=[O:30])[cH:9][cH:10]1.[CH3:34][OH:35].[ClH:31].[Na+:33]>>[C:1]([CH3:2])([CH3:3])([CH3:4])[c:5]1[cH:6][cH:7][c:8]([C:11]2=[C:15]([c:16]3[cH:17][cH:18][c:19]([S:22](=[O:23])(=[O:24])[CH3:25])[cH:20][cH:21]3)[CH2:14][CH:13]([CH2:26][N:27]([CH3:28])[CH3:29])[CH:12]2[OH:30])[cH:9][cH:10]1. Reaction SMILES: [C:1]([C:4]1[O:5][CH:6]=[CH:7][CH:8]=1)(=[O:3])[CH3:2].[C:9]([O:13][CH3:14])(=[O:12])[CH:10]=[CH2:11].[C]=O>O1CCCC1>[C:1]([C:4]1[O:5][C:6]([CH:11]=[CH:10][C:9]([O:13][CH3:14])=[O:12])=[CH:7][CH:8]=1)(=[O:3])[CH3:2] |^3:14|. Yields the product C(C)(=O)C1=CC=C(O1)C=CC(=O)OC (methyl β-(5-acetyl-2-furyl)acrylate). Reaction conditions: time 7 hour. Reported procedure: Charged in a stainless steel autoclave having an inner capacity of 200 ml were 5.5 g of 2-acetylfuran, 1.72 g of methyl acrylate, 0.038 g of Rh4 (CO)12 and 50 ml of tetrahydrofuran, followed by supply of carbon monoxide under 30 kg/cm2. Reaction was carried out at 220° C. for 7 hours. Tetrahydrofuran and unreacted 2-acetylfuran were removed from the obtained light brown solution by distillation under reduced pressure, and the residue was separated and purified by silica gel column chromatography... Solvent: O1CCCC1 (tetrahydrofuran). Reactants: stainless steel, [C]=O (carbon monoxide), C(C)(=O)C=1OC=CC1 (2-acetylfuran), C(C=C)(=O)OC (methyl acrylate). The yield is 16.0%. Reactants: C(=O)(OCC)C1=C(NC(=C(C1C1=CC(=CC=C1)[N+](=O)[O-])C(=O)OCC)C)CS (3,5-dicarboethoxy-4-(m-nitrophenyl)-6-methyl-2-mercaptomethyl-1,4-dihydropyridine), C=O (formaldehyde), N1CCCCC1 (piperidine). Solvent: C(C)O (ethanol). Yields the product N1(CCCCC1)CSCC=1NC(=C(C(C1C(=O)OCC)C1=CC(=CC=C1)[N+](=O)[O-])C(=O)OCC)C (2-(N-piperidinylmethylthiomethyl)-3,5-dicarboethoxy-4-(m-nitrophenyl)-6-methyl-1,4-dihydropyridine). As a reaction SMILES: [C:1]([C:6]1[CH:11]([C:12]2[CH:17]=[CH:16][CH:15]=[C:14]([N+:18]([O-:20])=[O:19])[CH:13]=2)[C:10]([C:21]([O:23][CH2:24][CH3:25])=[O:22])=[C:9]([CH3:26])[NH:8][C:7]=1[CH2:27][SH:28])([O:3][CH2:4][CH3:5])=[O:2].[CH2:29]=O.[NH:31]1[CH2:36][CH2:35][CH2:34][CH2:33][CH2:32]1>C(O)C>[N:31]1([CH2:29][S:28][CH2:27][C:7]2[NH:8][C:9]([CH3:26])=[C:10]([C:21]([O:23][CH2:24][CH3:25])=[O:22])[CH:11]([C:12]3[CH:17]=[CH:16][CH:15]=[C:14]([N+:18]([O-:20])=[O:19])[CH:13]=3)[C:6]=2[C:1]([O:3][CH2:4][CH3:5])=[O:2])[CH2:36][CH2:35][CH2:34][CH2:33][CH2:32]1. Procedure: A solution of 3,5-dicarboethoxy-4-(m-nitrophenyl)-6-methyl-2-mercaptomethyl-1,4-dihydropyridine (mg 300), formaldehyde (37%); μl 90) and piperidine (μ87) in ethanol (ml 3) is stirred at 40° C. under nitrogen atmosphere, for 24 hrs. After evaporation at reduced pressure the residue is purified by chromatography (SiO2 9 g eluent diisopropyl ether/ hexane 60/40) to give 2-(N-piperidinylmethylthiomethyl)-3,5-dicarboethoxy-4-(m-nitrophenyl)-6-methyl-1,4-dihydropyridine as a yellow oil. Reactants: OCC1=CC=C(C=C1)CCN1C(C=C(C=C1)OCC1=NC=CC=C1C)=O (1-[2-(4-hydroxymethyl-phenyl)-ethyl]-4-(3-methyl-pyridin-2-ylmethoxy)-1H-pyridin-2-one), P(Br)(Br)Br (phosphorus tribromide), C(C)(C)(C)OC (tert-butylmethylether). Run in C(Cl)Cl (DCM). Conditions: time 2 hour. Yields the product BrCC1=CC=C(C=C1)CCN1C(C=C(C=C1)OCC1=NC=CC=C1C)=O (1-[2-(4-Bromomethyl-phenyl)-ethyl]-4-(3-methyl-pyridin-2-ylmethoxy)-1H-pyridin-2-one). Reaction SMILES: O[CH2:2][C:3]1[CH:8]=[CH:7][C:6]([CH2:9][CH2:10][N:11]2[CH:16]=[CH:15][C:14]([O:17][CH2:18][C:19]3[C:24]([CH3:25])=[CH:23][CH:22]=[CH:21][N:20]=3)=[CH:13][C:12]2=[O:26])=[CH:5][CH:4]=1.P(Br)(Br)[Br:28].C(OC)(C)(C)C>C(Cl)Cl>[Br:28][CH2:2][C:3]1[CH:8]=[CH:7][C:6]([CH2:9][CH2:10][N:11]2[CH:16]=[CH:15][C:14]([O:17][CH2:18][C:19]3[C:24]([CH3:25])=[CH:23][CH:22]=[CH:21][N:20]=3)=[CH:13][C:12]2=[O:26])=[CH:5][CH:4]=1. Procedure: To 280 mg (0.80 mmol) 1-[2-(4-hydroxymethyl-phenyl)-ethyl]-4-(3-methyl-pyridin-2-ylmethoxy)-1H-pyridin-2-one (example 14.1a) in 8.0 mL of DCM is added 75 μL (0.80 mmol) phosphorus tribromide. The mixture is stirred 2 h at RT and tert-butylmethylether is added. The formed precipitate is collected, washed with tert-butylmethylether and dried. Reactants: [N+](=O)([O-])C1=CC=C(C=C1)NN (4-nitrophenylhydrazine), C(C)OC=C(C(=O)OCC)C(=O)C (ethyl 2-ethoxymethyleneacetoacetate). Product: [N+](=O)([O-])C1=CC=C(C=C1)N1N=CC(=C1C)C(=O)O (1-(4-Nitrophenyl)-5-methylpyrazole-4-carboxylic acid). Reaction SMILES: [N+:1]([C:4]1[CH:9]=[CH:8][C:7]([NH:10][NH2:11])=[CH:6][CH:5]=1)([O-:3])=[O:2].C(O[CH:15]=[C:16]([C:22]([CH3:24])=O)[C:17]([O:19]CC)=[O:18])C>>[N+:1]([C:4]1[CH:5]=[CH:6][C:7]([N:10]2[C:22]([CH3:24])=[C:16]([C:17]([OH:19])=[O:18])[CH:15]=[N:11]2)=[CH:8][CH:9]=1)([O-:3])=[O:2]. Procedure details: By the reaction and treatment in the same manner as in Starting Material Synthesis Example 1 using 4-nitrophenylhydrazine and ethyl 2-ethoxymethyleneacetoacetate, the title compound was obtained, melting point: 202° C. Reactants: C(C)(=O)C1=CC(=C(C=C1)C1=CC=CC=C1)C (4-acetyl-2-methylbiphenyl), C[Mg]I (methyl magnesium iodide), [Mg] (magnesium), CI (methyl iodide), Cl (hydrochloric acid). Run in CCOCC (ether), CCOCC (ether), CCOCC (ether). Product: OC(C)(C)C1=CC(=C(C=C1)C1=CC=CC=C1)C (4-(1-hydroxy-1-methylethyl)-2-methylbiphenyl). As a reaction SMILES: [C:1]([C:4]1[CH:9]=[CH:8][C:7]([C:10]2[CH:15]=[CH:14][CH:13]=[CH:12][CH:11]=2)=[C:6]([CH3:16])[CH:5]=1)(=[O:3])[CH3:2].[CH3:17][Mg]I.[Mg].CI.Cl>CCOCC>[OH:3][C:1]([C:4]1[CH:9]=[CH:8][C:7]([C:10]2[CH:15]=[CH:14][CH:13]=[CH:12][CH:11]=2)=[C:6]([CH3:16])[CH:5]=1)([CH3:17])[CH3:2]. Procedure: A solution of 4-acetyl-2-methylbiphenyl (12.8g, 0.061 mole) in dry ether (340me) was added over 30 minutes to methyl magnesium iodide, (from magnesium, 1.8g, methyl iodide, 5.1ml, and ether 61 ml). The mixture was stirred under reflux for 5 hours, stirred overnight at room temperature and finally decomposed by the dropwise addition of hydrochloric acid (2N; 170ml). The product was isolated in ether washed with aqueous sodium thiosulphate and water, dried, evaporated, and distilled. The product s...